This data is from the Open Reaction Database (ORD), a public repository of structured organic reaction records. The task is: describe an organic reaction: reactants, conditions, products, and yield Starting materials: C(CCC)[SnH](CCCC)CCCC (tri-n-butyltin hydride), C(CCC)C=1NC2=CC=C(C=C2C(N1)=O)I (2-butyl-1,4-dihydro-4-oxo-6-iodo-quinazoline), O1CCCC1 (tetrahydrofuran). Reagents/catalysts: C=1C=CC(=CC1)[P](C=2C=CC=CC2)(C=3C=CC=CC3)[Pd]([P](C=4C=CC=CC4)(C=5C=CC=CC5)C=6C=CC=CC6)([P](C=7C=CC=CC7)(C=8C=CC=CC8)C=9C=CC=CC9)[P](C=1C=CC=CC1)(C=1C=CC=CC1)C=1C=CC=CC1 (tetrakis(triphenylphosphine)palladium). Solvent: C1(=CC=CC=C1)C (toluene), CN(C=O)C (N,N-dimethylformamide), [Cl-].[Na+].O (brine). The product is C(CCC)C=1NC2=CC=C(C=C2C(N1)=O)C=O (2-Butyl-1,4dihydro-4-oxo-6-quinazoline-carboxaldehyde). Reaction SMILES: [CH2:1]([C:5]1[NH:6][C:7]2[C:12]([C:13](=[O:15])[N:14]=1)=[CH:11][C:10](I)=[CH:9][CH:8]=2)[CH2:2][CH2:3][CH3:4].C([SnH](CCCC)CCCC)CCC.[O:30]1CCC[CH2:31]1>CN(C)C=O.C1(C)C=CC=CC=1.[Cl-].[Na+].O.C1C=CC([P]([Pd]([P](C2C=CC=CC=2)(C2C=CC=CC=2)C2C=CC=CC=2)([P](C2C=CC=CC=2)(C2C=CC=CC=2)C2C=CC=CC=2)[P](C2C=CC=CC=2)(C2C=CC=CC=2)C2C=CC=CC=2)(C2C=CC=CC=2)C2C=CC=CC=2)=CC=1>[CH2:1]([C:5]1[NH:6][C:7]2[C:12]([C:13](=[O:15])[N:14]=1)=[CH:11][C:10]([CH:31]=[O:30])=[CH:9][CH:8]=2)[CH2:2][CH2:3][CH3:4] |f:5.6.7,^1:53,55,74,93|. Procedure: To a solution of 1.0 g of 2-butyl-1,4-dihydro-4-oxo-6-iodo-quinazoline and 0.355 g of tetrakis(triphenylphosphine)palladium in 15 ml of tetrahydrofuran and 5 ml of N,N-dimethylformamide, heated to 55° C. under an atmosphere of carbon monoxide is added a solution of 1.40 g of tri-n-butyltin hydride in 2.5 ml of toluene over 6 hours via a syringe pump. After the addition is complete the reaction is allowed to cool to room temperature, diluted with brine and extracted with chloroform. The combined ... Starting materials: CC1CN(c2ccc(S(N)(=O)=O)cc2)CC(C)N1, CC1CNCC(C)N1, NC(=O)c1ccc(N2CCN(CCC3OCCc4ccccc43)CC2)cc1, CC1COC(CCCl)c2ccccc21, NS(=O)(=O)c1ccc(F)cc1. The product is CC1CN(c2ccc(S(N)(=O)=O)cc2)CC(C)N1CCC1OCCc2ccccc21. As a reaction SMILES: [CH3:1][CH:2]1[CH2:3][N:4]([c:9]2[cH:10][cH:11][c:12]([S:15](=[O:16])(=[O:17])[NH2:18])[cH:13][cH:14]2)[CH2:5][CH:6]([CH3:8])[NH:7]1.[CH3:71][CH:72]1[CH2:73][NH:74][CH2:75][CH:76]([CH3:77])[NH:78]1.[CH:19]1([CH2:29][CH2:30][N:31]2[CH2:32][CH2:33][N:34]([c:35]3[cH:36][cH:37][c:38]([C:39]([NH2:40])=[O:41])[cH:42][cH:43]3)[CH2:44][CH2:45]2)[O:20][CH2:21][CH2:22][c:23]2[cH:24][cH:25][cH:26][cH:27][c:28]21.[Cl:57][CH2:58][CH2:59][CH:60]1[c:61]2[c:62]([cH:63][cH:64][cH:65][cH:66]2)[CH:67]([CH3:68])[CH2:69][O:70]1.[F:46][c:47]1[cH:48][cH:49][c:50]([S:51]([NH2:52])(=[O:53])=[O:54])[cH:55][cH:56]1>>[CH3:1][CH:2]1[CH2:3][N:4]([c:9]2[cH:10][cH:11][c:12]([S:15](=[O:16])(=[O:17])[NH2:18])[cH:13][cH:14]2)[CH2:5][CH:6]([CH3:8])[N:7]1[CH2:30][CH2:29][CH:19]1[O:20][CH2:21][CH2:22][c:23]2[cH:24][cH:25][cH:26][cH:27][c:28]21. Reactants: CC=1C(=NOC1C)N(S(=O)(=O)C=1C(=CC=CC1)C1=C(C=C(C=C1)C1=NC=CC=N1)C=O)COCCOC (N-(4,5-dimethyl-3-isoxazolyl)-2'-formyl-N-[(2-methoxyethoxy)methyl]-4'-(2-pyrimidinyl)[1,1'-biphenyl]-2-sulfonamide), [BH4-].[Na+] (NaBH4). The solvent is CO (MeOH). Reaction conditions: time 1.5 hour. Yields the product CC=1C(=NOC1C)N(S(=O)(=O)C=1C(=CC=CC1)C1=C(C=C(C=C1)C1=NC=CC=N1)CO)COCCOC (N-(4,5-dimethyl-3-isoxazolyl)-2'-(hydroxymethyl)-N-[(2-methoxyethoxy)methyl]-4'-(2-pyrimidinyl)[1,1'-biphenyl]-2-sulfonamide). As a reaction SMILES: [CH3:1][C:2]1[C:3]([N:8]([CH2:32][O:33][CH2:34][CH2:35][O:36][CH3:37])[S:9]([C:12]2[C:13]([C:18]3[CH:23]=[CH:22][C:21]([C:24]4[N:29]=[CH:28][CH:27]=[CH:26][N:25]=4)=[CH:20][C:19]=3[CH:30]=[O:31])=[CH:14][CH:15]=[CH:16][CH:17]=2)(=[O:11])=[O:10])=[N:4][O:5][C:6]=1[CH3:7].[BH4-].[Na+]>CO>[CH3:1][C:2]1[C:3]([N:8]([CH2:32][O:33][CH2:34][CH2:35][O:36][CH3:37])[S:9]([C:12]2[C:13]([C:18]3[CH:23]=[CH:22][C:21]([C:24]4[N:25]=[CH:26][CH:27]=[CH:28][N:29]=4)=[CH:20][C:19]=3[CH2:30][OH:31])=[CH:14][CH:15]=[CH:16][CH:17]=2)(=[O:11])=[O:10])=[N:4][O:5][C:6]=1[CH3:7] |f:1.2|. Procedure details: To N-(4,5-dimethyl-3-isoxazolyl)-2'-formyl-N-[(2-methoxyethoxy)methyl]-4'-(2-pyrimidinyl)[1,1'-biphenyl]-2-sulfonamide (460 mg, 0.88 mmol, prepared as described in Step C of Example 16) in 10 ml MeOH, NaBH4 (40 mg, 1.06 mmol) was added. The reaction mixture was stirred at room temperature for 1.5 hrs and concentrated. To the residue, 10 ml H2O and 50 ml EtOAc were added. The organic layer was separated, washed with H2O, brine, dried and concentrated to give N-(4,5-dimethyl-3-isoxazolyl)-2'-(hydr... Run in CCOCC (ether), C1CCOC1.CCO (THF EtOH). The reactants are C(C)OC(C(C)(OC1=C(C=C(C=C1)SCCCC#CC1=CC=C(C=C1)OC(F)(F)F)C)C)=O (2-methyl-2-{2-methyl-4-[5-(4-trifluoromethoxy-phenyl)-pent-4-ynylsulfanyl]-phenoxy}-propionic acid ethyl ester), [Li+].[OH-] (LiOH). Yields the product CC(C(=O)O)(C)OC1=C(C=C(C=C1)SCCCC#CC1=CC=C(C=C1)OC(F)(F)F)C (2-Methyl-2-{2-methyl-4-[5-(4-trifluoromethoxy-phenyl)-pent-4-ynylsulfanyl]-phenoxy}-propionic acid). Conditions: time 22 hour. As a reaction SMILES: C([O:3][C:4](=[O:33])[C:5]([CH3:32])([O:7][C:8]1[CH:13]=[CH:12][C:11]([S:14][CH2:15][CH2:16][CH2:17][C:18]#[C:19][C:20]2[CH:25]=[CH:24][C:23]([O:26][C:27]([F:30])([F:29])[F:28])=[CH:22][CH:21]=2)=[CH:10][C:9]=1[CH3:31])[CH3:6])C.[Li+].[OH-]>C1COCC1.CCO.CCOCC>[CH3:32][C:5]([O:7][C:8]1[CH:13]=[CH:12][C:11]([S:14][CH2:15][CH2:16][CH2:17][C:18]#[C:19][C:20]2[CH:21]=[CH:22][C:23]([O:26][C:27]([F:30])([F:29])[F:28])=[CH:24][CH:25]=2)=[CH:10][C:9]=1[CH3:31])([CH3:6])[C:4]([OH:33])=[O:3] |f:1.2,3.4|. Procedure details: 0.105 g (0.22 mmol) of the above prepared 2-methyl-2-{2-methyl-4-[5-(4-trifluoromethoxy-phenyl)-pent-4-ynylsulfanyl]-phenoxy}-propionic acid ethyl ester was dissolved in 4 ml of THF/EtOH (1:1), treated at 0° C. with 0.66 ml (0.66 mmol) of 1N LiOH, and kept at ambient temperature for 22 h. The reaction mixture was taken up in ether and washed with aqueous 10% KHSO4 solution and aqueous 10% NaCl solution. The water phases were extracted with ether (two times). The organic phase was dried (Na2SO4) ...